Dataset: the Open Reaction Database (ORD), a public repository of structured organic reaction records. Task: describe an organic reaction: reactants, conditions, products, and yield The product is Cc1ccc2cccc(C(=O)O)c2c1. As a reaction SMILES: [Br:54].[CH3:29][c:30]1[cH:31][c:32]2[c:33]([cH:34][cH:35][cH:36][cH:37]2)[cH:38][cH:39]1.[CH3:40][c:41]1[cH:42][cH:43][c:44]2[cH:45][cH:46][cH:47][c:48]([C:51]([CH3:52])=[O:53])[c:49]2[cH:50]1.[CH3:55][O:56][P:57]([O:58][CH3:59])([O:60][CH3:61])=[S:62].[CH3:7][O:8][c:9]1[cH:10][cH:11][c:12]([P:13]2(=[S:26])[S:14][P:15]([c:16]3[cH:17][cH:18][c:19]([O:20][CH3:21])[cH:22][cH:23]3)(=[S:24])[S:25]2)[cH:27][cH:28]1.[P:1]([O:2][CH3:6])([O-:3])[O:4][CH3:5].[cH:63]1[cH:64][cH:65][cH:66][cH:67][cH:68]1>>[O:2]=[C:51]([c:48]1[cH:47][cH:46][cH:45][c:44]2[cH:43][cH:42][c:41]([CH3:40])[cH:50][c:49]21)[OH:53]. The reactants are Br, Cc1ccc2ccccc2c1, CC(=O)c1cccc2ccc(C)cc12, COP(=S)(OC)OC, COc1ccc(P2(=S)SP(=S)(c3ccc(OC)cc3)S2)cc1, COP([O-])OC, c1ccccc1.